From a dataset of the Open Reaction Database (ORD), a public repository of structured organic reaction records. describe an organic reaction: reactants, conditions, products, and yield The reactants are C(C)(C)(C)C1=C(C=CC(=C1)C(C)(C)C)O (2,4-di-tert-butylphenol), Cl (hydrochloric acid), C1(CCCCCC1)=O (cycloheptanone), Cl (hydrochloric acid). Solvent: CCCCCC (hexane). Reaction conditions: time 22 hour. Yields the product C(C)(C)(C)C1=C(C(=CC(=C1)C(C)(C)C)C1=CCCCCC1)O (2,4-di-tert-butyl-6-cyclohepten-1-yl-phenol). Isolated yield 9.0%. RXN SMILES: [C:1]([C:5]1[CH:10]=[C:9]([C:11]([CH3:14])([CH3:13])[CH3:12])[CH:8]=[CH:7][C:6]=1[OH:15])([CH3:4])([CH3:3])[CH3:2].[C:16]1(=O)[CH2:22][CH2:21][CH2:20][CH2:19][CH2:18][CH2:17]1.Cl>CCCCCC>[C:1]([C:5]1[CH:10]=[C:9]([C:11]([CH3:14])([CH3:13])[CH3:12])[CH:8]=[C:7]([C:16]2[CH2:22][CH2:21][CH2:20][CH2:19][CH2:18][CH:17]=2)[C:6]=1[OH:15])([CH3:4])([CH3:3])[CH3:2]. Reported procedure: A mixture consisting of 82.5 g (0.40 mol) of 2,4-di-tert-butylphenol and 22.5 g (0.20 mol) of cycloheptanone is melted together and is then saturated, with stirring, with hydrochloric acid gas at 35-40° C. After 22 hours, the reaction mixture is again saturated with hydrochloric acid gas and then stirred for 17 hours. Subsequently, the reaction mixture is diluted with hexane and washed with water and sodium chloride solution. The organic phase is dried over magnesium sulfate and concentrated on ... The reactants are CCCc1c(CNC)ccc2ccccc12, CNCc1cccc(OC)c1OC(C)C, Cl, O=C(O)C=Cc1cnc2c(c1)CN(CCN1CCOCC1)C(=O)N2. Product: COc1cccc(CN(C)C(=O)C=Cc2cnc3c(c2)CN(CCN2CCOCC2)C(=O)N3)c1OC(C)C, Cl. RXN SMILES: [CH3:16][NH:17][CH2:18][c:19]1[cH:20][cH:21][c:22]2[c:23]([cH:24][cH:25][cH:26][cH:27]2)[c:28]1[CH2:29][CH2:30][CH3:31].[CH:1]([CH3:2])([CH3:3])[O:4][c:5]1[c:6]([CH2:7][NH:8][CH3:9])[cH:10][cH:11][cH:12][c:13]1[O:14][CH3:15].[ClH:32].[O:33]1[CH2:34][CH2:35][N:36]([CH2:39][CH2:40][N:41]2[C:42](=[O:56])[NH:43][c:44]3[c:45]([cH:47][c:48]([CH:51]=[CH:52][C:53](=[O:54])[OH:55])[cH:49][n:50]3)[CH2:46]2)[CH2:37][CH2:38]1>>[CH:1]([CH3:2])([CH3:3])[O:4][c:5]1[c:6]([CH2:7][N:8]([CH3:9])[C:53]([CH:52]=[CH:51][c:48]2[cH:47][c:45]3[c:44]([n:50][cH:49]2)[NH:43][C:42](=[O:56])[N:41]([CH2:40][CH2:39][N:36]2[CH2:35][CH2:34][O:33][CH2:38][CH2:37]2)[CH2:46]3)=[O:55])[cH:10][cH:11][cH:12][c:13]1[O:14][CH3:15].[ClH:32]. The reactants are Cc1cc(C)c(S(=O)(=O)N(Cc2cccc(OC3CCCCO3)c2)c2ccc(OCc3ccccc3)cc2)c(C)c1, CO, O=C[O-], [NH4+], [Pd]. The product is Cc1cc(C)c(S(=O)(=O)N(Cc2cccc(OC3CCCCO3)c2)c2ccc(O)cc2)c(C)c1. RXN SMILES: [CH2:1]([c:2]1[cH:3][cH:4][cH:5][cH:6][cH:7]1)[O:8][c:9]1[cH:10][cH:11][c:12]([N:15]([S:16](=[O:17])(=[O:18])[c:19]2[c:20]([CH3:27])[cH:21][c:22]([CH3:26])[cH:23][c:24]2[CH3:25])[CH2:28][c:29]2[cH:30][c:31]([O:35][CH:36]3[O:37][CH2:38][CH2:39][CH2:40][CH2:41]3)[cH:32][cH:33][cH:34]2)[cH:13][cH:14]1.[CH3:46][OH:47].[CH:42]([O-:43])=[O:44].[NH4+:45].[Pd:48]>>[OH:8][c:9]1[cH:10][cH:11][c:12]([N:15]([S:16](=[O:17])(=[O:18])[c:19]2[c:20]([CH3:27])[cH:21][c:22]([CH3:26])[cH:23][c:24]2[CH3:25])[CH2:28][c:29]2[cH:30][c:31]([O:35][CH:36]3[O:37][CH2:38][CH2:39][CH2:40][CH2:41]3)[cH:32][cH:33][cH:34]2)[cH:13][cH:14]1. The reactants are CS(C)=O, O=[N+]([O-])c1ccccc1F, [Li+], N#Cc1ccccc1N, [OH-], O. Product: N#Cc1ccccc1Nc1ccccc1[N+](=O)[O-]. As a reaction SMILES: [CH3:23][S:24]([CH3:25])=[O:26].[F:1][c:2]1[c:3]([N+:8](=[O:9])[O-:10])[cH:4][cH:5][cH:6][cH:7]1.[Li+:22].[NH2:11][c:12]1[c:13]([C:14]#[N:15])[cH:16][cH:17][cH:18][cH:19]1.[OH-:21].[OH2:20]>>[c:2]1([NH:11][c:12]2[c:13]([C:14]#[N:15])[cH:16][cH:17][cH:18][cH:19]2)[c:3]([N+:8](=[O:9])[O-:10])[cH:4][cH:5][cH:6][cH:7]1. Starting materials: [Al], O=C1CCC(=O)N1Br, COc1cccc(COCCO)c1, ClCCl, c1ccc(P(c2ccccc2)c2ccccc2)cc1. Yields the product COc1cccc(COCCBr)c1. As a reaction SMILES: [Al:44].[Br:1][N:2]1[C:3](=[O:4])[CH2:5][CH2:6][C:7]1=[O:8].[CH3:28][O:29][c:30]1[cH:31][c:32]([CH2:36][O:37][CH2:38][CH2:39][OH:40])[cH:33][cH:34][cH:35]1.[Cl:41][CH2:42][Cl:43].[c:9]1([P:10]([c:11]2[cH:12][cH:13][cH:14][cH:15][cH:16]2)[c:17]2[cH:18][cH:19][cH:20][cH:21][cH:22]2)[cH:23][cH:24][cH:25][cH:26][cH:27]1>>[Br:1][CH2:39][CH2:38][O:37][CH2:36][c:32]1[cH:31][c:30]([O:29][CH3:28])[cH:35][cH:34][cH:33]1.